This data is from the Open Reaction Database (ORD), a public repository of structured organic reaction records. The task is: describe an organic reaction: reactants, conditions, products, and yield The reactants are O=C1NC(C(=N1)P(OCC)(OCC)=O)=O (diethyl 2,5-dioxo-4-imidazolylphosphonate), C(=O)([O-])[O-].[K+].[K+] (K2CO3), C(CCC)C=1N(C(=CN1)C=O)CC1=CC=C(C(=O)OC)C=C1 (methyl 4-[(2-butyl-5-formyl-1H-imidazol-1-yl)methyl]benzoate), ICCCC (1-iodobutane). Solvent: CN(C)C=O (DMF), C(Cl)Cl (methylene chloride), O (water). Conditions: time 16 hour. Yields the product C(CCC)C=1N(C(=CN1)\C=C\1/NC(N(C1=O)CCCC)=O)CC1=CC=C(C(=O)OC)C=C1 (Methyl Z-4-[[2-Butyl-5-[(1-Butyl-2,5-Dioxo-4-Imidazolidinylidene) Methyl]-1H-Imidazol-1-yl]Methyl]Benzoate). Reaction SMILES: [O:1]=[C:2]1[N:6]=[C:5](P(=O)(OCC)OCC)[C:4](=[O:15])[NH:3]1.C([O-])([O-])=O.[K+].[K+].I[CH2:23][CH2:24][CH2:25][CH3:26].[CH2:27]([C:31]1[N:32]([CH2:38][C:39]2[CH:48]=[CH:47][C:42]([C:43]([O:45][CH3:46])=[O:44])=[CH:41][CH:40]=2)[C:33]([CH:36]=O)=[CH:34][N:35]=1)[CH2:28][CH2:29][CH3:30]>CN(C=O)C.O.C(Cl)Cl>[CH2:27]([C:31]1[N:32]([CH2:38][C:39]2[CH:48]=[CH:47][C:42]([C:43]([O:45][CH3:46])=[O:44])=[CH:41][CH:40]=2)[C:33](/[CH:36]=[C:5]2\[NH:6][C:2](=[O:1])[N:3]([CH2:23][CH2:24][CH2:25][CH3:26])[C:4]\2=[O:15])=[CH:34][N:35]=1)[CH2:28][CH2:29][CH3:30] |f:1.2.3|. Reported procedure: To a solution of diethyl 2,5-dioxo-4-imidazolylphosphonate (1.5 g, 0.33 mmol) in DMF (4 mL) is added K2CO3 and then 1-iodobutane (0.79 mL, 6.96 mmol). This mixture is stirred for 16 hours at room temperature. To this yellow mixture is added methyl 4-[(2-butyl-5-formyl-1H-imidazol-1-yl)methyl]benzoate (1.05 g, 3.5 mmol). After 2 hours methylene chloride (10 mL) was added to aid stirring. The mixture was stirred for 16 hours. After diluting the reaction mixture with water it was extracted with eth... As a reaction SMILES: [NH:1]1[CH2:6][CH2:5][CH:4]([N:7]2[CH:11]=[C:10]([C:12]3[CH:17]=[N:16][C:15]([NH2:18])=[C:14]4[O:19][C:20]([C:22]5[CH2:23][CH2:24][NH:25][CH2:26][CH:27]=5)=[CH:21][C:13]=34)[CH:9]=[N:8]2)[CH2:3][CH2:2]1>CO.[Pd]>[NH:25]1[CH2:24][CH2:23][CH:22]([C:20]2[O:19][C:14]3=[C:15]([NH2:18])[N:16]=[CH:17][C:12]([C:10]4[CH:9]=[N:8][N:7]([CH:4]5[CH2:5][CH2:6][NH:1][CH2:2][CH2:3]5)[CH:11]=4)=[C:13]3[CH:21]=2)[CH2:27][CH2:26]1. Product: N1CCC(CC1)C1=CC=2C(=C(N=CC2C=2C=NN(C2)C2CCNCC2)N)O1 (2-(piperidin-4-yl)-4-[1-(piperidin-4-yl)-1H-pyrazol-4-yl]furo[2,3-c]pyridin-7-amine). Run in CO (MeOH). Reported procedure: A suspension of 4-[1-(piperidin-4-yl)-1H-pyrazol-4-yl]-2-(1,2,3,6-tetrahydropyridin-4-yl)furo[2,3-c]pyridin-7-amine (30 mg, 0.082 mmol) and 10% Pd/C (5 mg) in MeOH (10 mL) was stirred at RT under a H2 balloon for 2 h. The reaction mixture was filtered and concentrated to afford the title compound. 1H NMR (400 MHz, CD3OD): δ 8.29 (s, 1H), 7.89 (s, 1H), 7.73 (s, 1H), 7.19 (s, 1H), 4.62 (m, 1H), 3.49 (m, 4H), 3.34 (m, 1H), 3.15 (m, 4H), 2.29 (m, 6H), 2.07 (m, 2H); MS (ESI): 367.1 [M+H]+. Conditions: time 2 hour. Starting materials: N1CCC(CC1)N1N=CC(=C1)C1=C2C(=C(N=C1)N)OC(=C2)C=2CCNCC2 (4-[1-(piperidin-4-yl)-1H-pyrazol-4-yl]-2-(1,2,3,6-tetrahydropyridin-4-yl)furo[2,3-c]pyridin-7-amine). The reagents and catalysts are [Pd] (Pd/C). Reactants: ClCCl, Clc1cncc(Cl)n1, OCCF, C1COCCO1. Yields the product FCCOc1cncc(Cl)n1. Reaction SMILES: [Cl:19][CH2:20][Cl:21].[Cl:5][c:6]1[n:7][c:8]([Cl:12])[cH:9][n:10][cH:11]1.[F:1][CH2:2][CH2:3][OH:4].[O:13]1[CH2:14][CH2:15][O:16][CH2:17][CH2:18]1>>[F:1][CH2:2][CH2:3][O:4][c:8]1[n:7][c:6]([Cl:5])[cH:11][n:10][cH:9]1. Starting materials: CC(=O)CC(C)C, N#CCCCCl, [I-], [Na+], [Na+], [Na+], O=C([O-])[O-], c1ccc(C2(c3ccccc3)CCNCCO2)cc1. Yields the product N#CCCCN1CCOC(c2ccccc2)(c2ccccc2)CC1. Reaction SMILES: [CH3:34][CH:35]([CH2:36][C:37](=[O:38])[CH3:39])[CH3:40].[Cl:20][CH2:21][CH2:22][CH2:23][C:24]#[N:25].[I-:33].[Na+:26].[Na+:27].[Na+:32].[O-:28][C:29](=[O:30])[O-:31].[c:1]1([C:7]2([c:14]3[cH:15][cH:16][cH:17][cH:18][cH:19]3)[CH2:8][CH2:9][NH:10][CH2:11][CH2:12][O:13]2)[cH:2][cH:3][cH:4][cH:5][cH:6]1>>[c:1]1([C:7]2([c:14]3[cH:15][cH:16][cH:17][cH:18][cH:19]3)[CH2:8][CH2:9][N:10]([CH2:21][CH2:22][CH2:23][C:24]#[N:25])[CH2:11][CH2:12][O:13]2)[cH:2][cH:3][cH:4][cH:5][cH:6]1. The reactants are O (water), C([O-])([O-])=O.[K+].[K+] (potassium carbonate), ICC(=O)N (iodoacetamide), OC1=CC=C(C=C1)C=1C=CC2=C(C=C(CCS2(=O)=O)C(=O)NC2=CC=C(C=C2)CN(C2CCOCC2)C)C1 (7-(4-hydroxyphenyl)-N-[4-[[N-methyl-N-(tetrahydropyran-4-yl)amino]methyl]phenyl]-1,1-dioxo-2,3-dihydro-1-benzothiepine-4-carboxamide). Run in CN(C)C=O (DMF). Conditions: time 50 minute. Product: C(N)(=O)COC1=CC=C(C=C1)C=1C=CC2=C(C=C(CCS2(=O)=O)C(=O)NC2=CC=C(C=C2)CN(C2CCOCC2)C)C1 (7-(4-carbamoylmethoxyphenyl)-N-[4-[[N-methyl-N-(tetrahydropyran-4-yl)amino]methyl]phenyl]-1,1-dioxo-2,3-dihydro-1-benzothiepine-4-carboxamide). Yield: 35.9%. RXN SMILES: [OH:1][C:2]1[CH:7]=[CH:6][C:5]([C:8]2[CH:9]=[CH:10][C:11]3[S:17](=[O:19])(=[O:18])[CH2:16][CH2:15][C:14]([C:20]([NH:22][C:23]4[CH:28]=[CH:27][C:26]([CH2:29][N:30]([CH3:37])[CH:31]5[CH2:36][CH2:35][O:34][CH2:33][CH2:32]5)=[CH:25][CH:24]=4)=[O:21])=[CH:13][C:12]=3[CH:38]=2)=[CH:4][CH:3]=1.C(=O)([O-])[O-].[K+].[K+].I[CH2:46][C:47]([NH2:49])=[O:48].O>CN(C=O)C>[C:47]([CH2:46][O:1][C:2]1[CH:7]=[CH:6][C:5]([C:8]2[CH:9]=[CH:10][C:11]3[S:17](=[O:19])(=[O:18])[CH2:16][CH2:15][C:14]([C:20]([NH:22][C:23]4[CH:28]=[CH:27][C:26]([CH2:29][N:30]([CH3:37])[CH:31]5[CH2:36][CH2:35][O:34][CH2:33][CH2:32]5)=[CH:25][CH:24]=4)=[O:21])=[CH:13][C:12]=3[CH:38]=2)=[CH:4][CH:3]=1)(=[O:48])[NH2:49] |f:1.2.3|. Reported procedure: In DMF (1.6 ml) was dissolved 7-(4-hydroxyphenyl)-N-[4-[[N-methyl-N-(tetrahydropyran-4-yl)amino]methyl]phenyl]-1,1-dioxo-2,3-dihydro-1-benzothiepine-4-carboxamide (131 mg). To the mixture was added potassium carbonate (41 mg), and the mixture was stirred for 50 minutes. To the mixture was added iodoacetamide (50 mg), and the mixture was stirred at room temperature for 20 hours. The reaction mixture was added to water, and the mixture was extracted with ethyl acetate/THF, washed with saturated br...